This data is from the Open Reaction Database (ORD), a public repository of structured organic reaction records. The task is: describe an organic reaction: reactants, conditions, products, and yield Reactants: NC1=CC2=C(C(=C(O2)C2=CC=C(C=C2)F)C(=O)NC)C=C1C1=C(C=CC(=C1)C(NC1(CC1)C1=CC=CC=C1)=O)F (6-amino-5-(2-fluoro-5-(1-phenylcyclopropylcarbamoyl)phenyl)-2-(4-fluorophenyl)-N-methylbenzofuran-3-carboxamide), CS(=O)(=O)Cl (methanesulfonyl chloride), CS(=O)(=O)NS(=O)(=O)C (N-(methylsulfonyl)methanesulfonamide). Product: FC1=C(C=C(C=C1)C(NC1(CC1)C1=CC=CC=C1)=O)C=1C(=CC2=C(C(=C(O2)C2=CC=C(C=C2)F)C(=O)NC)C1)NS(=O)(=O)C (5-(2-Fluoro-5-(1-phenylcyclopropylcarbamoyl)phenyl)-2-(4-fluorophenyl)-N-methyl-6-(methylsulfonamido)benzofuran-3-carboxamide). Reaction SMILES: [NH2:1][C:2]1[C:21]([C:22]2[CH:27]=[C:26]([C:28](=[O:39])[NH:29][C:30]3([C:33]4[CH:38]=[CH:37][CH:36]=[CH:35][CH:34]=4)[CH2:32][CH2:31]3)[CH:25]=[CH:24][C:23]=2[F:40])=[CH:20][C:5]2[C:6]([C:16]([NH:18][CH3:19])=[O:17])=[C:7]([C:9]3[CH:14]=[CH:13][C:12]([F:15])=[CH:11][CH:10]=3)[O:8][C:4]=2[CH:3]=1.[CH3:41][S:42](Cl)(=[O:44])=[O:43].CS(NS(C)(=O)=O)(=O)=O>>[F:40][C:23]1[CH:24]=[CH:25][C:26]([C:28](=[O:39])[NH:29][C:30]2([C:33]3[CH:34]=[CH:35][CH:36]=[CH:37][CH:38]=3)[CH2:31][CH2:32]2)=[CH:27][C:22]=1[C:21]1[C:2]([NH:1][S:42]([CH3:41])(=[O:44])=[O:43])=[CH:3][C:4]2[O:8][C:7]([C:9]3[CH:14]=[CH:13][C:12]([F:15])=[CH:11][CH:10]=3)=[C:6]([C:16]([NH:18][CH3:19])=[O:17])[C:5]=2[CH:20]=1. Procedure details: Prepared from the coupling between 6-amino-5-(2-fluoro-5-(1-phenylcyclopropylcarbamoyl)phenyl)-2-(4-fluorophenyl)-N-methylbenzofuran-3-carboxamide and methanesulfonyl chloride (N,N-diisopropylethylamine, ClCH2CH2Cl, r.t.), followed by hydrolysis of the intermediate N-(methylsulfonyl)methanesulfonamide (Cs2CO3, 1:5 H2O/1,4-dioxane, 90° C.). Purification by Shimadzu-VP preparative reverse phase HPLC using the separation method: Solvent A=10% MeOH-90% H2O-0.1% TFA, Solvent B=90% MeOH-10% H2O-0.1% T... Starting materials: [Br-], CCOC(=O)C12CCC[N+](Cc3ccccc3)(CCC1)C2, CCO, ClC(Cl)Cl. Yields the product CCOC(=O)C12CCCN(CCC1)C2. As a reaction SMILES: [Br-:1].[CH2:2]([c:3]1[cH:4][cH:5][cH:6][cH:7][cH:8]1)[N+:9]12[CH2:10][CH2:11][CH2:12][C:13]([C:18](=[O:19])[O:20][CH2:21][CH3:22])([CH2:14][CH2:15][CH2:16]1)[CH2:17]2.[CH3:23][CH2:24][OH:25].[Cl:26][CH:27]([Cl:28])[Cl:29]>>[N:9]12[CH2:10][CH2:11][CH2:12][C:13]([C:18](=[O:19])[O:20][CH2:21][CH3:22])([CH2:14][CH2:15][CH2:16]1)[CH2:17]2. Reactants: Cl (Hydrogen chloride), CC(C)(C)OC(=O)N1CCC(CC1)C=1N=CC(=NC1)C(=O)OC (methyl 5-[1-[(2-methylpropan-2-yl)oxycarbonyl]piperidin-4-yl]pyrazine-2-carboxylate). The solvent is CO (MeOH). Conditions: time 24 hour. The product is N1CCC(CC1)C=1N=CC(=NC1)C(=O)OC (methyl 5-(piperidin-4-yl)pyrazine-2-carboxylate). The yield is 101.4%. As a reaction SMILES: Cl.CC(OC([N:9]1[CH2:14][CH2:13][CH:12]([C:15]2[N:16]=[CH:17][C:18]([C:21]([O:23][CH3:24])=[O:22])=[N:19][CH:20]=2)[CH2:11][CH2:10]1)=O)(C)C>CO>[NH:9]1[CH2:14][CH2:13][CH:12]([C:15]2[N:16]=[CH:17][C:18]([C:21]([O:23][CH3:24])=[O:22])=[N:19][CH:20]=2)[CH2:11][CH2:10]1. Reported procedure: Hydrogen chloride (4M in 1,4-dioxane, 0.37 ml, 1.48 mmol) was added to methyl 5-[1-[(2-methylpropan-2-yl)oxycarbonyl]piperidin-4-yl]pyrazine-2-carboxylate (120 mg, 0.37 mmol) in MeOH (3.70 ml). The resulting solution was stirred at ambient temperature for 24 h. The crude product was purified by ion exchange chromatography, using a SCX column. The desired product was eluted from the column using 7M NH3/MeOH and evaporated to dryness to afford methyl 5-(piperidin-4-yl)pyrazine-2-carboxylate (83 mg... Reactants: O=C(O)COc1ccccc1, CCOc1cc(N)ccn1. Reagents/catalysts: C1=CC=C(C=C1)P(=O)(C2=CC=CC=C2)Cl (DPPCI), CCN(C(C)C)C(C)C (DIPEA). Run in CN(C)C=O (DMF), CN(C)C=O (DMF), CN(C)C=O (DMF), CN(C)C=O (DMF), CN(C)C=O (DMF), CN(C)C=O (DMF). Conditions: temperature 25 celsius, time 2 hour. Product: CCOc1cc(NC(=O)COc2ccccc2)ccn1. Isolated yield 4.1%. Reaction SMILES: CCOc1cc(N)ccn1.O=C(O)COc1ccccc1.C1=CC=C(C=C1)P(=O)(C2=CC=CC=C2)Cl.CCN(C(C)C)C(C)C.CN(C)C=O>>CCOc1cc(NC(=O)COc2ccccc2)ccn1. The reactants are P(OC1=CC=CC=C1)(OC1=CC=CC=C1)OC1=CC=CC=C1 (triphenyl phosphite), C1=CC(=CC=C1S(=O)(=O)N)Cl (p-chlorobenzenesulfonamide), C(CC)=O (propionaldehyde). The solvent is ClC1=CC=CC=C1 (chlorobenzene). Reaction conditions: time 1 hour. Yields the product ClC1=CC=C(C=C1)S(=O)(=O)NC(CC)P(OC1=CC=CC=C1)(OC1=CC=CC=C1)=O (Diphenyl 1-(p-chlorophenylsulfonylamino)propylphosphonate). RXN SMILES: [P:1]([O:16][C:17]1[CH:22]=[CH:21][CH:20]=[CH:19][CH:18]=1)([O:9][C:10]1[CH:15]=[CH:14][CH:13]=[CH:12][CH:11]=1)[O:2]C1C=CC=CC=1.[CH:23]1[C:28]([S:29]([NH2:32])(=[O:31])=[O:30])=[CH:27][CH:26]=[C:25]([Cl:33])[CH:24]=1.[CH:34](=O)[CH2:35][CH3:36]>ClC1C=CC=CC=1>[Cl:33][C:25]1[CH:24]=[CH:23][C:28]([S:29]([NH:32][CH:34]([P:1](=[O:2])([O:9][C:10]2[CH:11]=[CH:12][CH:13]=[CH:14][CH:15]=2)[O:16][C:17]2[CH:18]=[CH:19][CH:20]=[CH:21][CH:22]=2)[CH2:35][CH3:36])(=[O:31])=[O:30])=[CH:27][CH:26]=1. Reported procedure: When a mixture of 0.25 mole each of triphenyl phosphite and p-chlorobenzenesulfonamide and 0.275 mole of redistilled propionaldehyde in 150 g of chlorobenzene is warmed, heat of reaction is observed at 85°-90°. The temperature is kept at 95°-100° for 1 hr, and then the solvent is removed at reduced pressure. Acetonitrile (150 ml) is added to the residue, and the solution is cooled and filtered, giving 50 g of solid product. Recrystallization of a portion from acetonitrile gives a white solid: mp...